The task is: describe an organic reaction: reactants, conditions, products, and yield. This data is from the Open Reaction Database (ORD), a public repository of structured organic reaction records. Reactants: solution, C(CCC)[Li] (n-butyllithium), CCCCCC (hexane), C(C1=CC=CC=C1)[C@H]1COC[C@@H](C(O[C@H]([C@@H]1OCCC(C)=O)C)=O)NC(OC(C)(C)C)=O (tert-butyl ((3S,7S,8R,9S)-7-benzyl-9-methyl-2-oxo-8-(3-oxobutoxy)-1,5-dioxonan-3-yl)carbamate), ice water, C(=O)=O.CC(=O)C (dry ice acetone), C(=O)=O.CC(=O)C (dry ice acetone), phosphonium ylide. The reagents and catalysts are [Br-].C[P+](C1=CC=CC=C1)(C1=CC=CC=C1)C1=CC=CC=C1 (methyltriphenylphosphonium bromide). The solvent is C1CCOC1 (THF), C1CCOC1 (THF). Run at temperature -78 celsius, time 50 minute. Yields the product C(C1=CC=CC=C1)[C@H]1COC[C@@H](C(O[C@H]([C@@H]1OCCC(=C)C)C)=O)NC(OC(C)(C)C)=O (tert-butyl ((3S,7S,8R,9S)-7-benzyl-9-methyl-8-((3-methylbut-3-en-1-yl)oxy)-2-oxo-1,5-dioxonan-3-yl)carbamate). Isolated yield 22.0%. As a reaction SMILES: [C:1](=O)=O.CC(C)=O.C([Li])CCC.CCCCCC.[CH2:19]([C@@H:26]1[C@@H:34]([O:35][CH2:36][CH2:37][C:38](=O)[CH3:39])[C@H:33]([CH3:41])[O:32][C:31](=[O:42])[C@@H:30]([NH:43][C:44](=[O:50])[O:45][C:46]([CH3:49])([CH3:48])[CH3:47])[CH2:29][O:28][CH2:27]1)[C:20]1[CH:25]=[CH:24][CH:23]=[CH:22][CH:21]=1>[Br-].C[P+](C1C=CC=CC=1)(C1C=CC=CC=1)C1C=CC=CC=1.C1COCC1>[CH2:19]([C@@H:26]1[C@@H:34]([O:35][CH2:36][CH2:37][C:38]([CH3:1])=[CH2:39])[C@H:33]([CH3:41])[O:32][C:31](=[O:42])[C@@H:30]([NH:43][C:44](=[O:50])[O:45][C:46]([CH3:47])([CH3:49])[CH3:48])[CH2:29][O:28][CH2:27]1)[C:20]1[CH:21]=[CH:22][CH:23]=[CH:24][CH:25]=1 |f:0.1,5.6|. Procedure: To a suspension of methyltriphenylphosphonium bromide (346 mg, 0.969 mmol, 1.40 equiv) in anhydrous THF (7 mL) at −78° C. (dry ice/acetone) was added a 2.5 M solution of n-butyllithium in hexane (n-BuLi; 332 μL, 0.830 mmol, 1.20 equiv). The flask was removed from the cold bath for 25 min and then re-cooled to −78° C. In a separate vessel, tert-butyl ((3S,7S,8R,9S)-7-benzyl-9-methyl-2-oxo-8-(3-oxobutoxy)-1,5-dioxonan-3-yl)carbamate (311 mg, 0.692 mmol, 1.00 equiv) was dissolved in anhydrous THF (... Starting materials: C(C)(=O)N[C@@H]1[C@@H](SCC=CC2=CC=CC=C2)O[C@@H]([C@H]([C@@H]1OC(C)=O)OC(C)=O)COC(C)=O (Cinnamyl 2-acetamido-3,4,6-tri-O-acetyl-2-deoxy-1-thio-α-D-mannopyranoside), C[O-].[Na+] (sodium methoxide). Solvent: CO (methanol). Yields the product C(C)(=O)N[C@@H]1[C@@H](SCC=CC2=CC=CC=C2)O[C@@H]([C@H]([C@@H]1O)O)CO (Cinnamyl 2-acetamido-2-deoxy-1-thio-α-D-mannopyranoside). The yield is 90.5%. As a reaction SMILES: [C:1]([NH:4][C@H:5]1[C@@H:20]([O:21]C(=O)C)[C@H:19]([O:25]C(=O)C)[C@@H:18]([CH2:29][O:30]C(=O)C)[O:17][C@@H:6]1[S:7][CH2:8][CH:9]=[CH:10][C:11]1[CH:16]=[CH:15][CH:14]=[CH:13][CH:12]=1)(=[O:3])[CH3:2].C[O-].[Na+]>CO>[C:1]([NH:4][C@H:5]1[C@@H:20]([OH:21])[C@H:19]([OH:25])[C@@H:18]([CH2:29][OH:30])[O:17][C@@H:6]1[S:7][CH2:8][CH:9]=[CH:10][C:11]1[CH:16]=[CH:15][CH:14]=[CH:13][CH:12]=1)(=[O:3])[CH3:2] |f:1.2|. Procedure details: Compound 8 (120 mg) is deacetylated with sodium methoxide in methanol to give 9 (80 mg); m.p. 156°-157° C. (MeOH--EtOAc). The reactants are COCc1c(C#N)ncc2[nH]c3cccc(Oc4ccccc4)c3c12, O=C([O-])[O-], CCO, Cl, [K+], [K+], NO. The product is COCc1c(C(N)=NO)ncc2[nH]c3cccc(Oc4ccccc4)c3c12. Reaction SMILES: [C:1](#[N:2])[c:3]1[n:4][cH:5][c:6]2[nH:7][c:8]3[cH:9][cH:10][cH:11][c:12]([O:19][c:20]4[cH:21][cH:22][cH:23][cH:24][cH:25]4)[c:13]3[c:14]2[c:15]1[CH2:16][O:17][CH3:18].[C:29](=[O:30])([O-:31])[O-:32].[CH3:35][CH2:36][OH:37].[ClH:26].[K+:33].[K+:34].[NH2:27][OH:28]>>[C:1]([NH2:2])([c:3]1[n:4][cH:5][c:6]2[nH:7][c:8]3[cH:9][cH:10][cH:11][c:12]([O:19][c:20]4[cH:21][cH:22][cH:23][cH:24][cH:25]4)[c:13]3[c:14]2[c:15]1[CH2:16][O:17][CH3:18])=[N:27][OH:28]. The reactants are BrCCCCCCOC\C=C/C1=CC=C(C=C1)NS(=O)(=O)C ((Z)-N-[4-[3-[(6-Bromohexyl)oxy]-1-propenyl]phenyl]methanesulphonamide), NCC(O)C=1C=C(C=C(C1)O)O (5-(2-amino-1-hydroxyethyl)-1,3-benzenediol). The solvent is CN(C)C=O (DMF). Conditions: time 2 hour. Yields the product OC=1C=C(C=C(C1)O)C(CNCCCCCCOC\C=C/C1=CC=C(C=C1)NS(=O)(=O)C)O ((Z)-N-[4-[3-[[6-[[2-(3,5-Dihydroxyphenyl)-2-hydroxyethyl]amino]hexyl]oxy]-1-propenyl]phenyl]methanesulphonamide). Reaction SMILES: Br[CH2:2][CH2:3][CH2:4][CH2:5][CH2:6][CH2:7][O:8][CH2:9]/[CH:10]=[CH:11]\[C:12]1[CH:17]=[CH:16][C:15]([NH:18][S:19]([CH3:22])(=[O:21])=[O:20])=[CH:14][CH:13]=1.[NH2:23][CH2:24][CH:25]([C:27]1[CH:28]=[C:29]([OH:34])[CH:30]=[C:31]([OH:33])[CH:32]=1)[OH:26]>CN(C=O)C>[OH:33][C:31]1[CH:32]=[C:27]([CH:25]([OH:26])[CH2:24][NH:23][CH2:2][CH2:3][CH2:4][CH2:5][CH2:6][CH2:7][O:8][CH2:9]/[CH:10]=[CH:11]\[C:12]2[CH:17]=[CH:16][C:15]([NH:18][S:19]([CH3:22])(=[O:21])=[O:20])=[CH:14][CH:13]=2)[CH:28]=[C:29]([OH:34])[CH:30]=1. Reported procedure: (Z)-N-[4-[3-[(6-Bromohexyl)oxy]-1-propenyl]phenyl]methanesulphonamide (1.56 g) was added portionwise over 10 min to a stirred solution of 5-(2-amino-1-hydroxyethyl)-1,3-benzenediol (1.01 g) and DEA (1.55 g) in dry DMF (20 ml) heated to 80° under nitrogen. When the addition was complete, the mixture was stirred at 80° for 2 h, cooled and evaporated onto `flash` silica. The impregnated material was purified by FCC eluting with System C (39:10:1) to give the title compound as a pale brown powder wh... Reactants: 103A, CS(=O)(=O)OC1CN(C1)C1=C(C(=O)OC)C=C(C=N1)C(F)(F)F (methyl 2-(3-((methylsulfonyl)oxy)azetidin-1-yl)-5-(trifluoromethyl)nicotinate), ClC=1C=C(C=CC1)O (3-Chlorophenol). The product is ClC=1C=C(OC2CN(C2)C2=C(C(=O)O)C=C(C=N2)C(F)(F)F)C=CC1 (2-(3-(3-chlorophenoxy)azetidin-1-yl)-5-(trifluoromethyl)nicotinic acid). Yield: 88.4%. Reaction SMILES: CS([O:5][CH:6]1[CH2:9][N:8]([C:10]2[N:19]=[CH:18][C:17]([C:20]([F:23])([F:22])[F:21])=[CH:16][C:11]=2[C:12]([O:14]C)=[O:13])[CH2:7]1)(=O)=O.[Cl:24][C:25]1[CH:26]=[C:27](O)[CH:28]=[CH:29][CH:30]=1>>[Cl:24][C:25]1[CH:30]=[C:29]([CH:28]=[CH:27][CH:26]=1)[O:5][CH:6]1[CH2:9][N:8]([C:10]2[N:19]=[CH:18][C:17]([C:20]([F:23])([F:22])[F:21])=[CH:16][C:11]=2[C:12]([OH:14])=[O:13])[CH2:7]1. Procedure details: The title compound (D124) (85 mg) was prepared according to the experimental procedure described in Description 103A starting from methyl 2-(3-((methylsulfonyl)oxy)azetidin-1-yl)-5-(trifluoromethyl)nicotinate (D68) (100 mg, 0.258 mmol) and 3-Chlorophenol (0.035 ml, 0.338 mmol). The reagents and catalysts are [O-2].[O-2].[Mn+4] (manganese dioxide). Run at time 4 hour. The product is C(C1=CC=CC=C1)N1C=NC=C1C(CCCC1=CC=C(C=C1)F)=O (1-benzyl-5-[4-(4-fluorophenyl)-1 -oxobutyl]-1H-imidazole). Procedure: The mixture of 36,1 g of 1-benzyl-5-(4-(4-fluorophenyl)-1-hydroxybutyl]-1H-imidazole and 53 g manganese dioxide in 550 ml of tetrachloroethylene is refluxed stirring for four hours. The reaction mixture is filtered through siliceous earth and the flitrate is evaporated to dryness. The product is crystallized from acetone as hydrochloride salt. The solvent is ClC(=C(Cl)Cl)Cl (tetrachloroethylene). Starting materials: C(C1=CC=CC=C1)N1C=NC=C1C(CCCC1=CC=C(C=C1)F)O (1-benzyl-5-(4-(4-fluorophenyl)-1-hydroxybutyl]-1H-imidazole). RXN SMILES: [CH2:1]([N:8]1[C:12]([CH:13]([OH:24])[CH2:14][CH2:15][CH2:16][C:17]2[CH:22]=[CH:21][C:20]([F:23])=[CH:19][CH:18]=2)=[CH:11][N:10]=[CH:9]1)[C:2]1[CH:7]=[CH:6][CH:5]=[CH:4][CH:3]=1>ClC(Cl)=C(Cl)Cl.[O-2].[O-2].[Mn+4]>[CH2:1]([N:8]1[C:12]([C:13](=[O:24])[CH2:14][CH2:15][CH2:16][C:17]2[CH:22]=[CH:21][C:20]([F:23])=[CH:19][CH:18]=2)=[CH:11][N:10]=[CH:9]1)[C:2]1[CH:7]=[CH:6][CH:5]=[CH:4][CH:3]=1 |f:2.3.4|.